describe an organic reaction: reactants, conditions, products, and yield From a dataset of the Open Reaction Database (ORD), a public repository of structured organic reaction records. The reactants are CI (Methyl iodide), C(CCC)[Li] (n-Butyllithium), C(=O)(O)C1=CC2=C(N(C3=CC=CC=C23)C(C)C)C=N1 (3-Carboxy-9-isopropyl-9H-pyrido[3,4-b]indole), CC1(NC(CCC1)(C)C)C (2,2,6,6-tetramethyl piperidine). Solvent: C1CCOC1 (THF). Reaction conditions: temperature 0 celsius, time 30 minute. The product is C(=O)(O)C1=C(C2=C(N(C3=CC=CC=C23)C(C)C)C=N1)CC (3-Carboxy-4-ethyl-9-isopropyl-9H-pyrido[3,4-b]indole). Isolated yield 33.6%. Reaction SMILES: [CH2:1]([Li])[CH2:2]CC.[C:6]([C:9]1[N:24]=[CH:23][C:12]2[N:13]([CH:20]([CH3:22])[CH3:21])[C:14]3[C:19]([C:11]=2[CH:10]=1)=[CH:18][CH:17]=[CH:16][CH:15]=3)([OH:8])=[O:7].CC1(C)CCCC(C)(C)N1.CI>C1COCC1>[C:6]([C:9]1[N:24]=[CH:23][C:12]2[N:13]([CH:20]([CH3:21])[CH3:22])[C:14]3[C:19]([C:11]=2[C:10]=1[CH2:1][CH3:2])=[CH:18][CH:17]=[CH:16][CH:15]=3)([OH:8])=[O:7]. Procedure details: n-Butyllithium (2.5 M in hexanes, 3.2 ml, 8 mmol) and 3-carboxy-9-isopropyl-9H-pyrido[3,4-b]indole (Method 2; 504 mg, 2 mmol) were added to a solution of 2,2,6,6-tetramethyl piperidine (1.01 ml, 6 mmol) in THF (15 ml) at −50° C. The mixture was allowed to stir for 30 minutes warming to 0° C. Methyl iodide (0.15 ml, 2.4 mmol) was then added in a single portion and the mixture was left at 0° C. for a further 30 minutes and at room temperature for a further 16 hours. The mixture was concentrated in... Starting materials: CC(C)(C)O, COc1cc(CS(=O)(=O)[O-])cc(OC)c1OC, [K+], [K+], Nc1ccc(F)cc1, O=C([O-])[O-]. The product is COc1cc(Nc2ccc(F)cc2)cc(OC)c1OC. RXN SMILES: [C:32]([OH:33])([CH3:34])([CH3:35])[CH3:36].[CH3:1][O:2][c:3]1[cH:4][c:5]([CH2:13][S:14]([O-:15])(=[O:16])=[O:17])[cH:6][c:7]([O:11][CH3:12])[c:8]1[O:9][CH3:10].[K+:26].[K+:27].[NH2:18][c:19]1[cH:20][cH:21][c:22]([F:23])[cH:24][cH:25]1.[O-:28][C:29]([O-:30])=[O:31]>>[CH3:1][O:2][c:3]1[cH:4][c:5]([NH:18][c:19]2[cH:20][cH:21][c:22]([F:23])[cH:24][cH:25]2)[cH:6][c:7]([O:11][CH3:12])[c:8]1[O:9][CH3:10].